This data is from the Open Reaction Database (ORD), a public repository of structured organic reaction records. The task is: describe an organic reaction: reactants, conditions, products, and yield The reactants are NC1=C(C(=O)O)C=CC=C1C (2-amino-3-methylbenzoic acid), OC1CCN(CC1)C(=O)OC(C)(C)C (tert-butyl 4-hydroxytetrahydro-1(2H)-pyridinecarboxylate), C1(CCCC1)=O (cyclopentanone), C(C)N (ethylamine), OC1=CC=C(C=O)C=C1 (4-hydroxybenzaldehyde). Product: C1(CCCC1)N1CCC(CC1)OC1=CC=C(C=C1)C1=NC2=C(C=CC=C2C(N1CC)=O)C (2-{4-[{1-Cyclopentylpiperidin-4-yl)oxy]phenyl}-3-ethyl-8-methylquinazolin-4(3H)-one). RXN SMILES: [NH2:1][C:2]1[C:10]([CH3:11])=[CH:9][CH:8]=[CH:7][C:3]=1[C:4]([OH:6])=O.[CH2:12]([NH2:14])[CH3:13].[OH:15][C:16]1[CH:23]=[CH:22][C:19]([CH:20]=O)=[CH:18][CH:17]=1.O[CH:25]1[CH2:30][CH2:29][N:28]([C:31](OC(C)(C)C)=O)[CH2:27][CH2:26]1.[C:38]1(=O)[CH2:42]C[CH2:40][CH2:39]1>>[CH:31]1([N:28]2[CH2:27][CH2:26][CH:25]([O:15][C:16]3[CH:23]=[CH:22][C:19]([C:20]4[N:14]([CH2:12][CH3:13])[C:4](=[O:6])[C:3]5[C:2](=[C:10]([CH3:11])[CH:9]=[CH:8][CH:7]=5)[N:1]=4)=[CH:18][CH:17]=3)[CH2:30][CH2:29]2)[CH2:40][CH2:39][CH2:38][CH2:42]1. Procedure details: The entitled compound was obtained according to the method of Example 85 but using 2-amino-3-methylbenzoic acid, ethylamine, 4-hydroxybenzaldehyde, tert-butyl 4-hydroxytetrahydro-1(2H)-pyridinecarboxylate, and cyclopentanone. Starting materials: [Na] (sodium), product, C(C(C)C)OC1=C(C=CC=C1)O (o-isobutoxyphenol), Cl.C(C)(C)N(C(C)C)CCCl (diisopropylaminoethylchloride hydrochloride). Solvent: C(C)O (ethanol). Yields the product C(C(C)C)OC1=C(C=CC=C1)OCCN(C(C)C)C(C)C (1-Isobutoxy-2-(2'-diisopropylaminoethoxy)-benzene). Reaction SMILES: [Na].[CH2:2]([O:6][C:7]1[CH:12]=[CH:11][CH:10]=[CH:9][C:8]=1[OH:13])[CH:3]([CH3:5])[CH3:4].Cl.[CH:15]([N:18]([CH2:22][CH2:23]Cl)[CH:19]([CH3:21])[CH3:20])([CH3:17])[CH3:16]>C(O)C>[CH2:2]([O:6][C:7]1[CH:12]=[CH:11][CH:10]=[CH:9][C:8]=1[O:13][CH2:23][CH2:22][N:18]([CH:19]([CH3:21])[CH3:20])[CH:15]([CH3:17])[CH3:16])[CH:3]([CH3:5])[CH3:4] |f:2.3,^1:0|. Procedure details: The compound was prepared as described in Example 1, using sodium (3.45 g; 150 mmole), o-isobutoxyphenol (12.45 g; 75 mmole) and diisopropylaminoethylchloride hydrochloride (15.0 g; 75 mmole) in 200 ml of ethanol. Yield 11.2 g (51%) of product, boiling at 111°-113° C under a pressure of 0.001 mm.Hg, nD25 : 1.4920.